This data is from the Open Reaction Database (ORD), a public repository of structured organic reaction records. The task is: describe an organic reaction: reactants, conditions, products, and yield The reactants are CCOC(=O)c1cnc(Nc2ccc3c(c2)C(C)(C)CCC3(C)C)nc1, CI, [H-], [Na+], CN(C)C=O, O. The product is CCOC(=O)c1cnc(N(C)c2ccc3c(c2)C(C)(C)CCC3(C)C)nc1. As a reaction SMILES: [CH3:1][C:2]1([CH3:26])[c:3]2[cH:4][cH:5][c:6]([NH:14][c:15]3[n:16][cH:17][c:18]([C:21](=[O:22])[O:23][CH2:24][CH3:25])[cH:19][n:20]3)[cH:7][c:8]2[C:9]([CH3:12])([CH3:13])[CH2:10][CH2:11]1.[CH3:29][I:30].[H-:28].[Na+:27].[O:32]=[CH:33][N:34]([CH3:35])[CH3:36].[OH2:31]>>[CH3:1][C:2]1([CH3:26])[c:3]2[cH:4][cH:5][c:6]([N:14]([c:15]3[n:16][cH:17][c:18]([C:21](=[O:22])[O:23][CH2:24][CH3:25])[cH:19][n:20]3)[CH3:29])[cH:7][c:8]2[C:9]([CH3:12])([CH3:13])[CH2:10][CH2:11]1. Reactants: CCN(C(C)C)C(C)C, O=C(NCc1ccc(S(=O)(=O)Cl)s1)c1ccc(Cl)cc1, ClCCl, CC(C)(CN)CO, CN(C)C=O. The product is CC(C)(CO)CNS(=O)(=O)c1ccc(CNC(=O)c2ccc(Cl)cc2)s1. As a reaction SMILES: [CH:8]([N:9]([CH2:10][CH3:11])[CH:12]([CH3:13])[CH3:14])([CH3:15])[CH3:16].[Cl:17][c:18]1[cH:19][cH:20][c:21]([C:24](=[O:25])[NH:26][CH2:27][c:28]2[cH:29][cH:30][c:31]([S:33](=[O:34])(=[O:35])[Cl:36])[s:32]2)[cH:22][cH:23]1.[Cl:37][CH2:38][Cl:39].[NH2:1][CH2:2][C:3]([CH2:4][OH:5])([CH3:6])[CH3:7].[O:40]=[CH:41][N:42]([CH3:43])[CH3:44]>>[NH:1]([CH2:2][C:3]([CH2:4][OH:5])([CH3:6])[CH3:7])[S:33]([c:31]1[cH:30][cH:29][c:28]([CH2:27][NH:26][C:24]([c:21]2[cH:20][cH:19][c:18]([Cl:17])[cH:23][cH:22]2)=[O:25])[s:32]1)(=[O:34])=[O:35].